describe an organic reaction: reactants, conditions, products, and yield From a dataset of the Open Reaction Database (ORD), a public repository of structured organic reaction records. Reactants: FC=1N=C(C=2N=CN([C@H]3[C@H](OC(C)=O)[C@H](OC(C)=O)[C@@H](COC(C)=O)O3)C2N1)N (2-Fluoro-2',3',5'-tri-O-acetyladenosine), CO (methanol), [Li+].[OH-] (LiOH), C(Cl)(Cl)Cl (Chloroform). The solvent is O1CCOCC1 (1,4-dioxane), O (water), O (H2O). Reaction conditions: time 2 hour. Yields the product FC=1N=C(C=2N=CN([C@H]3[C@H](O)[C@H](O)[C@@H](CO)O3)C2N1)N (2-Fluoroadenosine). As a reaction SMILES: [F:1][C:2]1[N:3]=[C:4]([NH2:29])[C:5]2[N:6]=[CH:7][N:8]([C:27]=2[N:28]=1)[C@@H:9]1[O:26][C@H:20]([CH2:21][O:22]C(=O)C)[C@@H:15]([O:16]C(=O)C)[C@H:10]1[O:11]C(=O)C.[Li+].[OH-].C(Cl)(Cl)Cl.CO>O1CCOCC1.O>[F:1][C:2]1[N:3]=[C:4]([NH2:29])[C:5]2[N:6]=[CH:7][N:8]([C:27]=2[N:28]=1)[C@@H:9]1[O:26][C@H:20]([CH2:21][OH:22])[C@@H:15]([OH:16])[C@H:10]1[OH:11] |f:1.2|. Procedure: 2-Fluoro-2',3',5'-tri-O-acetyladenosine (0.41 9, 1.0 mmol, lt. yellow solid) was dissolved in a mixture of 1,4-dioxane (5 mL) and water (1 mL). The solution was stirred at ambient temperature and solid LiOH.circle-solid.H2O (1.40 mL, 3.5 mmol) was added in one portion. The progress of the reaction was monitored by TLC (9:1 Chloroform:methanol). After 2 hours, most of the suspended solid had dissolved and TLC showed no acetylated intermediates remaining. The cloudy reaction mixture was poured dir... The reactants are Cl.NCC1=C2C(N(C(C2=CC=C1)=O)C1C(NC(CC1)=O)=O)=O (4-aminomethyl-2-(2,6-dioxopiperidin-3-yl)isoindole-1,3-dione hydrochloride), C1(=CC=CC2=CC=CC=C12)N=C=O (1-naphthyl isocyanate), C(C)(C)N(CC)C(C)C (diisopropylethylamine). Solvent: N1=CC=CC=C1 (pyridine). Conditions: temperature 40 celsius. Yields the product O=C1NC(CCC1N1C(C2=CC=CC(=C2C1=O)CNC(=O)NC1=CC=CC2=CC=CC=C12)=O)=O (1-[2-(2,6-DIOXOPIPERIDIN-3-YL)-1,3-DIOXO-2,3-DIHYDRO-1H-ISOINDOL-4-YLMETHYL]-3-NAPHTHALEN-1-YL-UREA). Isolated yield 54.8%. As a reaction SMILES: Cl.[NH2:2][CH2:3][C:4]1[CH:12]=[CH:11][CH:10]=[C:9]2[C:5]=1[C:6](=[O:22])[N:7]([CH:14]1[CH2:19][CH2:18][C:17](=[O:20])[NH:16][C:15]1=[O:21])[C:8]2=[O:13].[C:23]1([N:33]=[C:34]=[O:35])[C:32]2[C:27](=[CH:28][CH:29]=[CH:30][CH:31]=2)[CH:26]=[CH:25][CH:24]=1.C(N(C(C)C)CC)(C)C>N1C=CC=CC=1>[O:21]=[C:15]1[CH:14]([N:7]2[C:6](=[O:22])[C:5]3[C:9](=[CH:10][CH:11]=[CH:12][C:4]=3[CH2:3][NH:2][C:34]([NH:33][C:23]3[C:32]4[C:27](=[CH:28][CH:29]=[CH:30][CH:31]=4)[CH:26]=[CH:25][CH:24]=3)=[O:35])[C:8]2=[O:13])[CH2:19][CH2:18][C:17](=[O:20])[NH:16]1 |f:0.1|. Procedure: A mixture of 4-aminomethyl-2-(2,6-dioxopiperidin-3-yl)isoindole-1,3-dione hydrochloride (0.50 g, 1.6 mmol), 1-naphthyl isocyanate (0.26 g, 1.6 mmol), and diisopropylethylamine (0.40 g, 3.1 mmol) in 10 mL pyridine was warmed to 40° C. with stirring under N2, and the resulting solution was stirred at the same temperature for 2 hours. The mixture was cooled, and the solvent was evaporated under vacuum. The residue was chromatographed, eluting with 95:5 methylene chloride-methanol, to provide 0.40 g... Reaction conditions: time 14 hour. The reactants are CCCCCC (Hexane), solution, Cl (hydrogen chloride), FC1=C(C=CC=C1F)C=1N=C(SC1)N1CCN(CC1)C(=O)OC(C)(C)C (tert-butyl 4-[4-(2,3-difluorophenyl)-1,3-thiazol-2-yl]piperazine-1-carboxylate). The solvent is C(C)(=O)OCC (ethyl acetate), C(C)(=O)OCC (ethyl acetate). As a reaction SMILES: [ClH:1].[F:2][C:3]1[C:8]([F:9])=[CH:7][CH:6]=[CH:5][C:4]=1[C:10]1[N:11]=[C:12]([N:15]2[CH2:20][CH2:19][N:18](C(OC(C)(C)C)=O)[CH2:17][CH2:16]2)[S:13][CH:14]=1.CCCCCC>C(OCC)(=O)C>[ClH:1].[F:2][C:3]1[C:8]([F:9])=[CH:7][CH:6]=[CH:5][C:4]=1[C:10]1[N:11]=[C:12]([N:15]2[CH2:20][CH2:19][NH:18][CH2:17][CH2:16]2)[S:13][CH:14]=1 |f:4.5|. Reported procedure: A 4 N solution (50 ml) of hydrogen chloride in ethyl acetate was added to a solution of tert-butyl 4-[4-(2,3-difluorophenyl)-1,3-thiazol-2-yl]piperazine-1-carboxylate (4.20 g, 11.0 mmol) in ethyl acetate (100 ml), and the mixture was stirred at room temperature for 14 hours. Hexane was added to the reaction mixture, and crystals were collected by filtration to give 1-[4-(2,3-difluorophenyl)-1,3-thiazol-2-yl]piperazine hydrochloride. The hydrochloride was dissolved in water, neutralized with a 1 ... The product is Cl.FC1=C(C=CC=C1F)C=1N=C(SC1)N1CCNCC1 (1-[4-(2,3-difluorophenyl)-1,3-thiazol-2-yl]piperazine hydrochloride).